From a dataset of the Open Reaction Database (ORD), a public repository of structured organic reaction records. describe an organic reaction: reactants, conditions, products, and yield The reactants are O=C1CCC(=O)N1Br, Cc1ccn(-c2ccc(C(=O)N3Cc4cccn4Cc4ccccc43)c(Cl)c2)n1, ClCCl. Product: Cc1ccn(-c2ccc(C(=O)N3Cc4ccc(Br)n4Cc4ccccc43)c(Cl)c2)n1. As a reaction SMILES: [Br:30][N:31]1[C:32](=[O:33])[CH2:34][CH2:35][C:36]1=[O:37].[Cl:1][c:2]1[c:3]([C:14](=[O:15])[N:16]2[CH2:17][c:18]3[n:19]([cH:27][cH:28][cH:29]3)[CH2:20][c:21]3[c:22]2[cH:23][cH:24][cH:25][cH:26]3)[cH:4][cH:5][c:6](-[n:8]2[n:9][c:10]([CH3:13])[cH:11][cH:12]2)[cH:7]1.[Cl:38][CH2:39][Cl:40]>>[Cl:1][c:2]1[c:3]([C:14](=[O:15])[N:16]2[CH2:17][c:18]3[n:19]([c:27]([Br:30])[cH:28][cH:29]3)[CH2:20][c:21]3[c:22]2[cH:23][cH:24][cH:25][cH:26]3)[cH:4][cH:5][c:6](-[n:8]2[n:9][c:10]([CH3:13])[cH:11][cH:12]2)[cH:7]1. The reactants are C(C)(C)(C)OC(=O)N[C@H](C(=O)O)CCCCO ((S)-2-tert-butoxycarbonylamino-6-hydroxy-hexanoic acid), [Si](C)(C)(C)C=[N+]=[N-] (TMSCHN2). Solvent: CO (MeOH), C(Cl)Cl (CH2Cl2). Run at time 1 hour. Product: COC([C@H](CCCCO)NC(=O)OC(C)(C)C)=O ((S)-2-tert-butoxycarbonylamino-6-hydroxy-hexanoic acid methyl ester). As a reaction SMILES: [C:1]([O:5][C:6]([NH:8][C@@H:9]([CH2:13][CH2:14][CH2:15][CH2:16][OH:17])[C:10]([OH:12])=[O:11])=[O:7])([CH3:4])([CH3:3])[CH3:2].[Si](C=[N+]=[N-])(C)(C)[CH3:19]>C(Cl)Cl.CO>[CH3:19][O:11][C:10](=[O:12])[C@@H:9]([NH:8][C:6]([O:5][C:1]([CH3:4])([CH3:3])[CH3:2])=[O:7])[CH2:13][CH2:14][CH2:15][CH2:16][OH:17]. Procedure details: To a solution of (S)-2-tert-butoxycarbonylamino-6-hydroxy-hexanoic acid (1 g, 6 mmol) in 30 mL of CH2Cl2 and 5 mL of MeOH at rt was slowly added TMSCHN2 (10 mL), and the reaction mixture was left with stirring for 1 h. The solvent was remove under reduced pressure, and the resulting residue was diluted with water and EtOAc. The organic layer was separated, dried over Na2SO4, and concentrated to afford an oil (S)-2-tert-butoxycarbonylamino-6-hydroxy-hexanoic acid methyl ester. MS [M+H]+ 262. Starting materials: C(C)OC(CC#N)=O (Ethylcyanoacetate), [O-]CC.[Na+] (sodium ethoxide), [Br-] (bromide), BrCCCSC1=CC=C(C(=O)OCC)C=C1 (Ethyl 4-[(3-bromopropyl)thio]benzoate). Run in C(C)O (ethanol), C(C)O (ethanol). The product is C(#N)C(CCCSC1=CC=C(C(=O)OCC)C=C1)C(=O)OCC (Ethyl 4-[(4-cyano-5-ethoxy-5-oxopentyl)thio]benzoate). The yield is 71.4%. RXN SMILES: [CH2:1]([O:3][C:4](=[O:8])[CH2:5][C:6]#[N:7])[CH3:2].[O-]CC.[Na+].[Br-].Br[CH2:15][CH2:16][CH2:17][S:18][C:19]1[CH:29]=[CH:28][C:22]([C:23]([O:25][CH2:26][CH3:27])=[O:24])=[CH:21][CH:20]=1>C(O)C>[C:6]([CH:5]([C:4]([O:3][CH2:1][CH3:2])=[O:8])[CH2:15][CH2:16][CH2:17][S:18][C:19]1[CH:29]=[CH:28][C:22]([C:23]([O:25][CH2:26][CH3:27])=[O:24])=[CH:21][CH:20]=1)#[N:7] |f:1.2|. Reported procedure: Ethylcyanoacetate (6.30 g, 55.7 mmoles) was added to a solution of sodium ethoxide (50 mmoles) in ethanol (25 mL) and refluxed 15 minutes. After cooling, the mixture was treated with bromide, 1A, (7.68 g, 25.3 mmoles) as a solution in ethanol (25 mL) and refluxed for 6 hours. The mixture was filtered, and the filtrate was treated with acetic acid to pH 7.0 and was evaporated to a viscous residue. The residue was partitioned between water (50 mL) and ether (50 mL), and the ether phase collected. ... The reactants are ClC1=CC=C(C=C1)S(=O)(=O)NCCCCC(C(=O)O)CCCC=1C=NC=CC1 (6-(p-chlorophenylsulfonamido)-2-[3-(3-pyridyl)propyl]-hexanoic acid), S(=O)(Cl)Cl (thionyl chloride), C(C)O (ethanol). The product is ClC1=CC=C(C=C1)S(=O)(=O)NCCCCC(C(=O)OCC)CCCC=1C=NC=CC1 (ethyl 6-(p-chlorophenylsulfonamido)-2-[3-(3-pyridyl)propyl]-hexanoate). As a reaction SMILES: [Cl:1][C:2]1[CH:7]=[CH:6][C:5]([S:8]([NH:11][CH2:12][CH2:13][CH2:14][CH2:15][CH:16]([CH2:20][CH2:21][CH2:22][C:23]2[CH:24]=[N:25][CH:26]=[CH:27][CH:28]=2)[C:17]([OH:19])=[O:18])(=[O:10])=[O:9])=[CH:4][CH:3]=1.S(Cl)(Cl)=O.[CH2:33](O)[CH3:34]>>[Cl:1][C:2]1[CH:7]=[CH:6][C:5]([S:8]([NH:11][CH2:12][CH2:13][CH2:14][CH2:15][CH:16]([CH2:20][CH2:21][CH2:22][C:23]2[CH:24]=[N:25][CH:26]=[CH:27][CH:28]=2)[C:17]([O:19][CH2:33][CH3:34])=[O:18])(=[O:9])=[O:10])=[CH:4][CH:3]=1. Procedure: To a solution of 2.53 g (5.9 mmol) of 6-(p-chlorophenylsulfonamido)-2-[3-(3-pyridyl)propyl]-hexanoic acid in 150 ml ethanol is slowly added 1.5 ml (20.5 mmol) thionyl chloride and the reaction mixture is subjected to reflux for 8 h. The solvent is evaporated and the residue is adjusted to pH 8 using 1N aqueous sodium hydroxide solution. The mixture is then extracted with methylene chloride (2×50 ml). Combined organic extracts are dried (MgSO4) and evaporated to give an oil which is then purified... The reactants are NC1=C(C(N(C=2N=C(N=CC21)SC)C2CCC2)=O)Br (5-amino-6-bromo-8-cyclobutyl-2-methylsulfanyl-8H-pyrido[2,3-d]pyrimidin-7-one), [Cu]C#N (copper(I) cyanide), C(=O)(O)[O-].[Na+] (NaHCO3), CCOC(=O)C (EtOAc). The solvent is CN1CCCC1=O (NMP). Conditions: temperature 220 celsius. The product is NC1=C(C(N(C=2N=C(N=CC21)SC)C2CCC2)=O)C#N (5-amino-6-cyano-8-cyclobutyl-2-methylsulfanyl-8H-pyrido[2,3-d]pyrimidin-7-one). Yield: 67.3%. Reaction SMILES: [NH2:1][C:2]1[C:11]2[CH:10]=[N:9][C:8]([S:12][CH3:13])=[N:7][C:6]=2[N:5]([CH:14]2[CH2:17][CH2:16][CH2:15]2)[C:4](=[O:18])[C:3]=1Br.[Cu][C:21]#[N:22].C([O-])(O)=O.[Na+].CCOC(C)=O>CN1C(=O)CCC1>[NH2:1][C:2]1[C:11]2[CH:10]=[N:9][C:8]([S:12][CH3:13])=[N:7][C:6]=2[N:5]([CH:14]2[CH2:17][CH2:16][CH2:15]2)[C:4](=[O:18])[C:3]=1[C:21]#[N:22] |f:2.3|. Procedure: To a solution of 5-amino-6-bromo-8-cyclobutyl-2-methylsulfanyl-8H-pyrido[2,3-d]pyrimidin-7-one (50 mg, 0.15 mmol) in 0.5 mL NMP was added copper(I) cyanide (56 mg, 0.63 mmol). The resulting mixture was heated at 220° C. in a microwave reactor for 20 min. After cooling, the reaction mixture was treated with a mixture of NaHCO3 (sat'd, aq) and EtOAc. The mixture was filtered and the collected solid then mixed with NH4OH (15%, aq). The aqueous mixture was extracted with EtOAc and then combined orga... Reactants: ClC(=C(F)F)F (Chlorotrifluoroethylene), ClC=1C=C(C=NC1Cl)O (5,6-dichloro-3-pyridinol), C([O-])([O-])=O.[K+].[K+] (potassium carbonate). The solvent is C(C)#N (acetonitrile). The product is ClC(C(OC=1C=NC(=C(C1)Cl)Cl)(F)F)F (3-(2-chloro-1,1,2-trifluoroethoxy)-5,6-dichloropyridine). RXN SMILES: [Cl:1][C:2]([F:6])=[C:3]([F:5])[F:4].[Cl:7][C:8]1[CH:9]=[C:10]([OH:15])[CH:11]=[N:12][C:13]=1[Cl:14].C(=O)([O-])[O-].[K+].[K+]>C(#N)C>[Cl:1][CH:2]([F:6])[C:3]([F:5])([F:4])[O:15][C:10]1[CH:11]=[N:12][C:13]([Cl:14])=[C:8]([Cl:7])[CH:9]=1 |f:2.3.4|. Procedure: Chlorotrifluoroethylene was passed into a mixture of 16.4 g (0.1 mol) of 5,6-dichloro-3-pyridinol I/29 and 20 g (0.145 mol) of anhydrous potassium carbonate in 100 ml of absolute acetonitrile at 35° C. until starting material was no longer present. The solid was filtered off under suction, the solvent was removed by distillation, and the residue was taken up in ether and washed until neutral. After drying over MgSO4 and removal of the ether by distillation, the residue was distilled in a high va... The reactants are C(C1=CC=CC=C1)(=O)O (benzoic acid), C1(=C(C=CC=C1)N)N (o-phenylenediamine), OS(=O)(=O)O (H2SO4), OS(=O)(=O)O.O=S(=O)=O (oleum). Solvent: O (water). Reaction conditions: temperature 120 celsius, time 15 minute. Product: C1(=CC=CC=C1)C=1NC2=C(N1)C=C(C=C2S(=O)(=O)O)S(=O)(=O)O (2-phenylbenzimidazole-4,6-disulfonic acid). As a reaction SMILES: [C:1]1([NH2:8])[CH:6]=[CH:5][CH:4]=[CH:3][C:2]=1[NH2:7].O[S:10]([OH:13])(=[O:12])=[O:11].[OH:14][S:15]([OH:18])(=O)=[O:16].O=S(=O)=O.[C:23](O)(=O)[C:24]1[CH:29]=[CH:28][CH:27]=[CH:26][CH:25]=1>O>[C:24]1([C:23]2[NH:7][C:2]3[C:3]([S:10]([OH:13])(=[O:12])=[O:11])=[CH:4][C:5]([S:15]([OH:18])(=[O:16])=[O:14])=[CH:6][C:1]=3[N:8]=2)[CH:29]=[CH:28][CH:27]=[CH:26][CH:25]=1 |f:2.3|. Procedure details: 108 parts of o-phenylenediamine are introduced into 500 parts of H2SO4 (>96%) and then 800 parts of oleum (65%) are added dropwise, the temperature being maintained at a maximum of 120° C. After 15 min, the mixture is cooled to 70° C. and 120 parts of benzoic acid are added. The mixture is then heated for 2 h at 180° C. The mixture is then slowly hydrolysed with 2 500 parts of water, the temperature being maintained below 10° C. The precipitate (crystals) is filtered off with suction, suspended ...